From a dataset of the Open Reaction Database (ORD), a public repository of structured organic reaction records. describe an organic reaction: reactants, conditions, products, and yield Reactants: [BH4-], O=C(O)C(O)C(O)C(=O)O, C1CCOC1, [Na+], CCOC(=O)C(=O)c1ccccc1. Product: CCOC(=O)C(O)c1ccccc1. As a reaction SMILES: [BH4-:1].[C:3]([OH:4])(=[O:5])[CH:6]([CH:7]([C:8]([OH:9])=[O:10])[OH:11])[OH:12].[CH2:26]1[O:27][CH2:28][CH2:29][CH2:30]1.[Na+:2].[c:13]1([C:19]([C:20](=[O:21])[O:22][CH2:23][CH3:24])=[O:25])[cH:14][cH:15][cH:16][cH:17][cH:18]1>>[c:13]1([CH:19]([C:20](=[O:21])[O:22][CH2:23][CH3:24])[OH:25])[cH:14][cH:15][cH:16][cH:17][cH:18]1. Product: N1=C(C=CC=2CCCCC12)CCO (2-(5,6,7,8-Tetrahydroquinolin-2-yl)ethanol). Procedure details: Under N2, 4.56 mL (4.56 mmol) of lithium aluminium hydride (1M in THF) was cooled to 0° C. and ethyl 2-(5,6,7,8-tetrahydroquinolin-2-yl)acetate (1 g, 4.56 mmol) dissolved in a small quantity of THF was slowly added. The mixture was allowed to stir for 1.5 h. To the reaction mixture 173 mg of H2O in THF, 173 mg of 10% ige NaOH and 3×173 mg of H2O were added. The mixture was then stirred for 30 min. Magnesium sulfate was added. After removal of the solvent, the crude product (0.78 g, 96%) was puri... Reactants: [H-].[Al+3].[Li+].[H-].[H-].[H-] (lithium aluminium hydride), N1=C(C=CC=2CCCCC12)CC(=O)OCC (ethyl 2-(5,6,7,8-tetrahydroquinolin-2-yl)acetate), S(=O)(=O)([O-])[O-].[Mg+2] (Magnesium sulfate), [OH-].[Na+] (NaOH). RXN SMILES: [H-].[Al+3].[Li+].[H-].[H-].[H-].[N:7]1[C:16]2[CH2:15][CH2:14][CH2:13][CH2:12][C:11]=2[CH:10]=[CH:9][C:8]=1[CH2:17][C:18](OCC)=[O:19].[OH-].[Na+].S([O-])([O-])(=O)=O.[Mg+2]>C1COCC1.O>[N:7]1[C:16]2[CH2:15][CH2:14][CH2:13][CH2:12][C:11]=2[CH:10]=[CH:9][C:8]=1[CH2:17][CH2:18][OH:19] |f:0.1.2.3.4.5,7.8,9.10|. Run at time 1.5 hour. Run in C1CCOC1 (THF), C1CCOC1 (THF), O (H2O), O (H2O).